From a dataset of the Open Reaction Database (ORD), a public repository of structured organic reaction records. describe an organic reaction: reactants, conditions, products, and yield The reactants are ClC(Cl)Cl, O=C1CCC(=O)N1Cl, Cc1nc2ccnn2c(Cl)c1CCCl. Product: Cc1nc2c(Cl)cnn2c(Cl)c1CCCl. RXN SMILES: [CH:23]([Cl:24])([Cl:25])[Cl:26].[Cl:1][N:2]1[C:3](=[O:4])[CH2:5][CH2:6][C:7]1=[O:8].[Cl:9][c:10]1[c:11]([CH2:20][CH2:21][Cl:22])[c:12]([CH3:19])[n:13][c:14]2[n:15]1[n:16][cH:17][cH:18]2>>[Cl:1][c:18]1[c:14]2[n:13][c:12]([CH3:19])[c:11]([CH2:20][CH2:21][Cl:22])[c:10]([Cl:9])[n:15]2[n:16][cH:17]1. As a reaction SMILES: [CH2:18]([CH3:19])[O:20][C:21]([C:22]([C:23](=[O:24])[OH:25])([CH3:26])[F:27])=[O:28].[NH2:1][CH:2]1[c:3]2[c:4]([cH:14][cH:15][cH:16][cH:17]2)-[c:5]2[c:6]([cH:10][cH:11][cH:12][cH:13]2)[NH:7][C:8]1=[O:9]>>[NH:1]([CH:2]1[c:3]2[c:4]([cH:14][cH:15][cH:16][cH:17]2)-[c:5]2[c:6]([cH:10][cH:11][cH:12][cH:13]2)[NH:7][C:8]1=[O:9])[C:23]([C:22]([C:21]([O:20][CH2:18][CH3:19])=[O:28])([CH3:26])[F:27])=[O:24]. The product is CCOC(=O)C(C)(F)C(=O)NC1C(=O)Nc2ccccc2-c2ccccc21. The reactants are CCOC(=O)C(C)(F)C(=O)O, NC1C(=O)Nc2ccccc2-c2ccccc21.